Dataset: the Open Reaction Database (ORD), a public repository of structured organic reaction records. Task: describe an organic reaction: reactants, conditions, products, and yield The reactants are Cl (hydrochloric acid), CC=1NC2=CC=CC=C2C1 (2-methylindole), ClC(=O)CCC(=O)OC (methyl 3-(chloroformyl)propionate), [Cl-].[Al+3].[Cl-].[Cl-] (aluminum chloride). Solvent: C(C)(=O)OCC (ethyl acetate), ClCCl (dichloromethane), ClCCl (dichloromethane). Reaction conditions: temperature 20 celsius, time 1 hour. The product is CC=1NC2=CC=CC=C2C1C(CCC(=O)OC)=O (methyl 4-(2-methylindol-3-yl)-4-oxobutyrate). As a reaction SMILES: Cl[C:2]([CH2:4][CH2:5][C:6]([O:8][CH3:9])=[O:7])=[O:3].[Cl-].[Al+3].[Cl-].[Cl-].[CH3:14][C:15]1[NH:16][C:17]2[C:22]([CH:23]=1)=[CH:21][CH:20]=[CH:19][CH:18]=2.Cl>ClCCl.C(OCC)(=O)C>[CH3:14][C:15]1[NH:16][C:17]2[C:22]([C:23]=1[C:2](=[O:3])[CH2:4][CH2:5][C:6]([O:8][CH3:9])=[O:7])=[CH:21][CH:20]=[CH:19][CH:18]=2 |f:1.2.3.4|. Reported procedure: A mixture of methyl 3-(chloroformyl)propionate (3 ml) and aluminum chloride [6.50 g) in dichloromethane (40 ml) was stirred at 20° C. for 1 hour. A solution of 2-methylindole (3 g) in dichloromethane (20 ml) was added to the mixture at 20° C. and the resulting mixture was stirred at 20° C. for 1 hour. The reaction mixture was poured into a mixture of ethyl acetate and 1N hydrochloric acid. The organic layer was separated, washed with water and brine, and dried over magnesium sulfate. After evapo...